From a dataset of the Open Reaction Database (ORD), a public repository of structured organic reaction records. describe an organic reaction: reactants, conditions, products, and yield As a reaction SMILES: [CH3:7][O:8][C:9](=[O:10])[CH:11]1[CH:12]([CH3:28])[O:13][CH:14]([CH3:27])[CH2:15][N:16]1[S:17](=[O:18])(=[O:19])[c:20]1[cH:21][cH:22][c:23]([OH:26])[cH:24][cH:25]1.[Cl:1][CH2:2][C:3]#[C:4][CH2:5][CH3:6]>>[CH2:2]([C:3]#[C:4][CH2:5][CH3:6])[O:26][c:23]1[cH:22][cH:21][c:20]([S:17]([N:16]2[CH:11]([C:9]([O:8][CH3:7])=[O:10])[CH:12]([CH3:28])[O:13][CH:14]([CH3:27])[CH2:15]2)(=[O:18])=[O:19])[cH:25][cH:24]1. The product is CCC#CCOc1ccc(S(=O)(=O)N2CC(C)OC(C)C2C(=O)OC)cc1. Reactants: COC(=O)C1C(C)OC(C)CN1S(=O)(=O)c1ccc(O)cc1, CCC#CCCl.